This data is from the Open Reaction Database (ORD), a public repository of structured organic reaction records. The task is: describe an organic reaction: reactants, conditions, products, and yield The reactants are CC(=O)O[BH-](OC(C)=O)OC(C)=O, C1CCOC1, COC(=O)Cc1ccc(C=O)cc1, CC(=O)O, CCCCC(CCO)Nc1nc(N)nc(C)c1CCCN, [Na+]. The product is CCCCC(CCO)Nc1nc(N)nc(C)c1CCCNCc1ccc(CC(=O)OC)cc1. As a reaction SMILES: [C:39]([O:40][BH-:41]([O:42][C:43](=[O:44])[CH3:45])[O:46][C:47](=[O:48])[CH3:49])(=[O:50])[CH3:51].[CH2:53]1[O:54][CH2:55][CH2:56][CH2:57]1.[CH3:22][O:23][C:24]([CH2:25][c:26]1[cH:27][cH:28][c:29]([CH:32]=[O:33])[cH:30][cH:31]1)=[O:34].[CH3:35][C:36](=[O:37])[OH:38].[NH2:1][c:2]1[n:3][c:4]([CH3:21])[c:5]([CH2:17][CH2:18][CH2:19][NH2:20])[c:6]([NH:8][CH:9]([CH2:10][CH2:11][OH:12])[CH2:13][CH2:14][CH2:15][CH3:16])[n:7]1.[Na+:52]>>[NH2:1][c:2]1[n:3][c:4]([CH3:21])[c:5]([CH2:17][CH2:18][CH2:19][NH:20][CH2:32][c:29]2[cH:28][cH:27][c:26]([CH2:25][C:24]([O:23][CH3:22])=[O:34])[cH:31][cH:30]2)[c:6]([NH:8][CH:9]([CH2:10][CH2:11][OH:12])[CH2:13][CH2:14][CH2:15][CH3:16])[n:7]1. Yields the product CCc1cc2c(s1)N(C)C(=O)C(O)N=C2c1ccccc1Cl. RXN SMILES: [C:34](=[O:35])([O-:36])[OH:37].[CH3:43][C:44]([O:45][C:46](=[O:47])[CH3:48])=[O:49].[CH:39]([Cl:40])([Cl:41])[Cl:42].[Cl:1][c:2]1[c:3]([C:8]2=[N:14][CH2:13][C:12](=[O:15])[N:11]([CH3:16])[c:10]3[c:9]2[cH:19][c:18]([CH2:20][CH3:21])[s:17]3)[cH:4][cH:5][cH:6][cH:7]1.[Cl:22][c:23]1[cH:24][cH:25][cH:26][c:27]([C:28]([O:29][OH:31])=[O:30])[cH:32]1.[Na+:38].[OH2:33]>>[Cl:1][c:2]1[c:3]([C:8]2=[N:14][CH:13]([OH:30])[C:12](=[O:15])[N:11]([CH3:16])[c:10]3[c:9]2[cH:19][c:18]([CH2:20][CH3:21])[s:17]3)[cH:4][cH:5][cH:6][cH:7]1. The reactants are O=C([O-])O, CC(=O)OC(C)=O, ClC(Cl)Cl, CCc1cc2c(s1)N(C)C(=O)CN=C2c1ccccc1Cl, O=C(OO)c1cccc(Cl)c1, [Na+], O.